From a dataset of the Open Reaction Database (ORD), a public repository of structured organic reaction records. describe an organic reaction: reactants, conditions, products, and yield Starting materials: [Cl-].[NH4+] (ammonium chloride), COC=1C=C2CCC(C(C2=CC1)=O)C1=CC=C(C=C1)OC (3,4-dihydro-6-methoxy-2-p-methoxyphenylnaphthalen-1(2H)-one), BrCC(=O)OCC (ethyl bromoacetate), II (iodine). Reagents/catalysts: [Zn] (zinc). Run in C1=CC=CC=C1 (benzene). Reaction conditions: time 3 hour. Product: COC=1C=C2CCC(C(C2=CC1)CC(=O)OCC)C1=CC=C(C=C1)OC (ethyl [(1RS,2RS)-6-methoxy-2-p-methoxyphenyl-1,2,3,4-tetrahydronaphth-1-yl]acetate). RXN SMILES: [CH3:1][O:2][C:3]1[CH:4]=[C:5]2[C:10](=[CH:11][CH:12]=1)[C:9](=O)[CH:8]([C:14]1[CH:19]=[CH:18][C:17]([O:20][CH3:21])=[CH:16][CH:15]=1)[CH2:7][CH2:6]2.Br[CH2:23][C:24]([O:26][CH2:27][CH3:28])=[O:25].II.[Cl-].[NH4+]>[Zn].C1C=CC=CC=1>[CH3:1][O:2][C:3]1[CH:4]=[C:5]2[C:10](=[CH:11][CH:12]=1)[CH:9]([CH2:23][C:24]([O:26][CH2:27][CH3:28])=[O:25])[CH:8]([C:14]1[CH:15]=[CH:16][C:17]([O:20][CH3:21])=[CH:18][CH:19]=1)[CH2:7][CH2:6]2 |f:3.4|. Procedure details: A stirred mixture of 3,4-dihydro-6-methoxy-2-p-methoxyphenylnaphthalen-1(2H)-one (10 g.), ethyl bromoacetate (17.8 g.), zinc (11.6 g.), benzene (200 ml.) and one crystal of iodine was heated under reflux under an atmosphere of argon for 10 minutes, allowed to continue to boil until the exothermic reaction subsided, heated again under reflux for a further 10 minutes and then cooled to laboratory temperature. Saturated aqueous ammonium chloride solution (100 ml.) was added, the mixture was filtere... As a reaction SMILES: [C:18]([CH3:19])([CH3:20])([CH3:21])[c:22]1[cH:23][cH:24][c:25]([C:28]#[C:29][C:30](=[O:31])[OH:32])[cH:26][cH:27]1.[NH2:1][CH:2]([CH3:3])[c:4]1[cH:5][c:6]([F:17])[c:7]([NH:12][S:13](=[O:14])(=[O:15])[CH3:16])[c:8]([CH:10]=[CH2:11])[cH:9]1.[O:33]=[CH:34][N:35]([CH3:36])[CH3:37]>>[NH:1]([CH:2]([CH3:3])[c:4]1[cH:5][c:6]([F:17])[c:7]([NH:12][S:13](=[O:14])(=[O:15])[CH3:16])[c:8]([CH:10]=[CH2:11])[cH:9]1)[C:30]([C:29]#[C:28][c:25]1[cH:24][cH:23][c:22]([C:18]([CH3:19])([CH3:20])[CH3:21])[cH:27][cH:26]1)=[O:31]. The product is C=Cc1cc(C(C)NC(=O)C#Cc2ccc(C(C)(C)C)cc2)cc(F)c1NS(C)(=O)=O. The reactants are CC(C)(C)c1ccc(C#CC(=O)O)cc1, C=Cc1cc(C(C)N)cc(F)c1NS(C)(=O)=O, CN(C)C=O. Starting materials: FC(S(=O)(=O)OC=1C=C2C=C(N=C(C2=CC1)C1=C(C=C(C=C1)F)F)NC1=NNC(=C1)C)(F)F (1-(2,4-difluoro-phenyl)-3-(5-methyl-1H-pyrazol-3-ylamino)-isoquinolin-6-yl trifluoromethanesulfonate), Mo(CO)6, N1CCOCC1 (morpholine), N12C=CCCCC2NCCC1 (1,8-Diazabicyclo[5.4.0]undecen), O1CCCC1 (tetrahydrofuran). Reagents/catalysts: CC(=O)[O-].CC(=O)[O-].[Pd+2] (Pd(OAc)2). Run at temperature 150 celsius. The product is FC1=C(C=CC(=C1)F)C1=NC(=CC2=CC(=CC=C12)C(=O)N1CCOCC1)NC1=NNC(=C1)C ([1-(2,4-difluoro-phenyl)-3-(5-methyl-1H-pyrazol-3-ylamino)-isoquinolin-6-yl]-morpholin-4-yl-methanone). RXN SMILES: FC(F)(F)S(O[C:7]1[CH:8]=[C:9]2[C:14](=[CH:15][CH:16]=1)[C:13]([C:17]1[CH:22]=[CH:21][C:20]([F:23])=[CH:19][C:18]=1[F:24])=[N:12][C:11]([NH:25][C:26]1[CH:30]=[C:29]([CH3:31])[NH:28][N:27]=1)=[CH:10]2)(=O)=O.[NH:34]1[CH2:39][CH2:38][O:37][CH2:36][CH2:35]1.N12CCCNC1CCCC=C2.[O:51]1CCC[CH2:52]1>CC([O-])=O.CC([O-])=O.[Pd+2]>[F:24][C:18]1[CH:19]=[C:20]([F:23])[CH:21]=[CH:22][C:17]=1[C:13]1[C:14]2[C:9](=[CH:8][C:7]([C:52]([N:34]3[CH2:39][CH2:38][O:37][CH2:36][CH2:35]3)=[O:51])=[CH:16][CH:15]=2)[CH:10]=[C:11]([NH:25][C:26]2[CH:30]=[C:29]([CH3:31])[NH:28][N:27]=2)[N:12]=1 |f:4.5.6|. Procedure details: A 0.5-2.0 mL process vial was charged with 1-(2,4-difluoro-phenyl)-3-(5-methyl-1H-pyrazol-3-ylamino)-isoquinolin-6-yl trifluoromethanesulfonate (24.3 mg), Pd(OAc)2 (2 mg), Mo(CO)6 (13.2 mg), morpholine (13.0 mg), 1,8-Diazabicyclo[5.4.0]undecen (DBU) (22.9 mg), and dry tetrahydrofuran (THF) (1 mL). The vial was immediately capped under air and heated at 150° C. for 15 min under microwave irradiation. After cooling, the reaction mixture was filtered through a short silica gel column, and the solve... Reactants: N(=NC(=O)OCC)C(=O)OCC (Diethyl azodicarboxylate), S1C(=CC=C1)CC(=O)O (thiolacetic acid), C1(=CC=CC=C1)P(C1=CC=CC=C1)C1=CC=CC=C1 (Triphenylphosphine), C(C)(C)(C)OC(=O)N1CCC(CC1)O (4-Hydroxypiperidine-1-carboxylic acid tert-butyl ester). The solvent is O1CCCC1 (tetrahydrofuran), C(C)(=O)OCC (ethyl acetate). Conditions: temperature -78 celsius, time 18 hour. Yields the product C(C)(C)(C)OC(=O)N1CCC(CC1)SC(C)=O (4-(Acetylsulfanyl)piperidine-1-carboxylic acid tert-butyl ester). Yield: 16.0%. RXN SMILES: C1(P(C2C=CC=CC=2)C2C=CC=CC=2)C=CC=CC=1.[C:20]([O:24][C:25]([N:27]1[CH2:32][CH2:31][CH:30](O)[CH2:29][CH2:28]1)=[O:26])([CH3:23])([CH3:22])[CH3:21].N(C(OCC)=O)=NC([O:38][CH2:39][CH3:40])=O.[S:46]1C=CC=C1CC(O)=O>O1CCCC1.C(OCC)(=O)C>[C:20]([O:24][C:25]([N:27]1[CH2:32][CH2:31][CH:30]([S:46][C:39](=[O:38])[CH3:40])[CH2:29][CH2:28]1)=[O:26])([CH3:23])([CH3:22])[CH3:21]. Procedure details: Triphenylphosphine (7.37 g) and Intermediate 11 (4.71 g) were dissolved in tetrahydrofuran (40 ml), under a nitrogen atmosphere, and cooled to −78° C. Diethyl azodicarboxylate (4.42 ml) was added via syringe, followed by thiolacetic acid (2.17 ml). The reaction was then stirred for 18 h, slowly warming to room temperature. The reaction was reduced in vacuo and the residue redissolved in ethyl acetate (150 ml) and washed with saturated sodium bicarbonate solution (3×20 ml), water (2×20 ml) and sa... The reactants are C(C)(=O)NNC(C1=CN=C(C=C1)Cl)=O (N′-Acetyl-6-chloronicotinohydrazide). The solvent is O1CCCC1 (tetrahydrofuran), C(C)(=O)OCC (ethyl acetate). Run at temperature 120 celsius. The product is ClC1=NC=C(C=C1)C=1OC(=NN1)C (2-Chloro-5-(5-methyl-1,3,4-oxadiazol-2-yl)pyridine). Reaction SMILES: [C:1]([NH:4][NH:5][C:6](=[O:14])[C:7]1[CH:12]=[CH:11][C:10]([Cl:13])=[N:9][CH:8]=1)(=O)[CH3:2]>O1CCCC1.C(OCC)(=O)C>[Cl:13][C:10]1[CH:11]=[CH:12][C:7]([C:6]2[O:14][C:1]([CH3:2])=[N:4][N:5]=2)=[CH:8][N:9]=1. Procedure: N′-Acetyl-6-chloronicotinohydrazide (95 mg, 0.45 mml) and 3,3,3-triethyl-1-(methoxycarbonyl)diazathian-3-ium-1-ide 2,2-dioxide (159 mg, 0.67 mmol) were taken up in tetrahydrofuran (4.5 mL) and heated in a microwave at 120° C. for 30 minutes. The reaction was then diluted with ethyl acetate and washed with saturated aqueous ammonium chloride, water, and brine. The organic layer was dried over magnesium sulfate, filtered, and concentrated in vacuo to afford the title compound. The reactants are CCOC(C)=O, CCO, O=C1c2ccccc2C(=O)N1CCc1nnc2n1-c1ccc(Cl)cc1C(c1ccccc1)=NC2, NN, O. The product is NCCc1nnc2n1-c1ccc(Cl)cc1C(c1ccccc1)=NC2. RXN SMILES: [CH3:35][CH2:36][O:37][C:38](=[O:39])[CH3:40].[CH3:44][CH2:45][OH:46].[Cl:1][c:2]1[cH:3][cH:4][c:5]2[c:6]([cH:34]1)[C:7]([c:28]1[cH:29][cH:30][cH:31][cH:32][cH:33]1)=[N:8][CH2:9][c:10]1[n:11]-2[c:12]([CH2:15][CH2:16][N:17]2[C:18](=[O:19])[c:20]3[cH:21][cH:22][cH:23][cH:24][c:25]3[C:26]2=[O:27])[n:13][n:14]1.[NH2:42][NH2:43].[OH2:41]>>[Cl:1][c:2]1[cH:3][cH:4][c:5]2[c:6]([cH:34]1)[C:7]([c:28]1[cH:29][cH:30][cH:31][cH:32][cH:33]1)=[N:8][CH2:9][c:10]1[n:11]-2[c:12]([CH2:15][CH2:16][NH2:17])[n:13][n:14]1.